Dataset: the Open Reaction Database (ORD), a public repository of structured organic reaction records. Task: describe an organic reaction: reactants, conditions, products, and yield Starting materials: ClC=1C=CC(=C(OCC(=O)OCC)C1)OC (ethyl 2-(5-chloro-2-methoxy-phenoxy)acetate), C1N2CN3CN1CN(C2)C3 (hexamethylenetetramine), C([O-])(O)=O.[Na+] (sodium bicarbonate). Solvent: FC(C(=O)O)(F)F (trifluoroacetic acid). Conditions: temperature 60 celsius, time 9 hour. The product is ClC=1C(=CC(=C(OCC(=O)OCC)C1)OC)C=O (ethyl 2-(5-chloro-4-formyl-2-methoxyphenoxy)acetate). As a reaction SMILES: [Cl:1][C:2]1[CH:3]=[CH:4][C:5]([O:15][CH3:16])=[C:6]([CH:14]=1)[O:7][CH2:8][C:9]([O:11][CH2:12][CH3:13])=[O:10].C1N2CN3CN(C2)CN1C3.[C:27](=O)(O)[O-:28].[Na+]>FC(F)(F)C(O)=O>[Cl:1][C:2]1[C:3]([CH:27]=[O:28])=[CH:4][C:5]([O:15][CH3:16])=[C:6]([CH:14]=1)[O:7][CH2:8][C:9]([O:11][CH2:12][CH3:13])=[O:10] |f:2.3|. Reported procedure: To a stirred solution of ethyl 2-(5-chloro-2-methoxy-phenoxy)acetate (606 mg) in trifluoroacetic acid (12 ml) was added hexamethylenetetramine (382 mg) at room temperature, and the mixture was stirred for 9 hours at 60° C. After concentration of the reaction mixture under reduced pressure, a saturated aqueous sodium bicarbonate solution was added to the residue, and the resulting mixture was extracted with ethyl acetate. The extract was washed with water and dried over anhydrous magnesium sulfat...